Dataset: the Open Reaction Database (ORD), a public repository of structured organic reaction records. Task: describe an organic reaction: reactants, conditions, products, and yield The reactants are Cl (HCl), ClC1=C(C#N)C=CC(=C1C)I (2-chloro-4-iodo-3-methylbenzonitrile), CN(C)C=O (DMF), C(C)(C)[Mg]Cl.C1CCOC1 (i-PrMgCl THF). Solvent: C1CCOC1 (THF). Run at temperature -32 celsius, time 2 hour. Product: ClC1=C(C#N)C=CC(=C1C)C=O (2-Chloro-4-formyl-3-methylbenzonitrile). RXN SMILES: [Cl:1][C:2]1[C:9]([CH3:10])=[C:8](I)[CH:7]=[CH:6][C:3]=1[C:4]#[N:5].C([Mg]Cl)(C)C.C1C[O:20][CH2:19]C1.CN(C=O)C.Cl>C1COCC1>[Cl:1][C:2]1[C:9]([CH3:10])=[C:8]([CH:19]=[O:20])[CH:7]=[CH:6][C:3]=1[C:4]#[N:5] |f:1.2|. Reported procedure: A mixture of 2-chloro-4-iodo-3-methylbenzonitrile (150 g, 0.54 mol) and THF (1200 ml) was cooled down to −32° C. A 2 M i-PrMgCl-THF-solution (541 ml, 1.08 mol) was added slowly during 1 h and the mixture was stirred at −32° C. for 2 h. DMF (83 ml, 1.08 mol) was added at −32° C. and the reaction mixture was allowed to warm to RT. After stirring overnight 10% HCl solution (1000 ml) was added at 0° C. The layers were separated and the aqueous layer was extracted with diethyl ether (2×900 ml). The c... Starting materials: BrC(C(=O)O)C12CC3(CC(CC(C1)C3)C2)O (α-Bromo-3-hydroxytricyclo[3.3.1.13,7]decane-1-acetic acid), [OH-].[NH4+] (ammonium hydroxide), [OH-].[NH4+] (ammonium hydroxide). The product is NC(C(=O)O)C12CC3(CC(CC(C1)C3)C2)O (a-amino-3-hydroxytricyclo[3.3.1.1 3,7]decane-1-acetic acid). RXN SMILES: Br[CH:2]([C:6]12[CH2:15][CH:10]3[CH2:11][CH:12]([CH2:14][C:8]([OH:16])([CH2:9]3)[CH2:7]1)[CH2:13]2)[C:3]([OH:5])=[O:4].[OH-].[NH4+:18]>>[NH2:18][CH:2]([C:6]12[CH2:15][CH:10]3[CH2:11][CH:12]([CH2:14][C:8]([OH:16])([CH2:9]3)[CH2:7]1)[CH2:13]2)[C:3]([OH:5])=[O:4] |f:1.2|. Reported procedure: α-Bromo-3-hydroxytricyclo[3.3.1.13,7]decane-1-acetic acid (Formula Q) is then dissolved in ammonium hydroxide, preferably 30% ammonium hydroxide and the reaction mixture is heated preferably to 65° C. The reaction mixture is then concentrated to a solid. EtOH is then added and the reaction is again concentrated to yield a racemic mixture comprising (<aS)-<a-amino-3-hydroxytricyclo[3.3.1.1 3,7]decane-1-acetic acid (Formula V). See also Example 19 herein. Starting materials: CC(C)(C)OC(=O)N1CCC(C#N)(c2ccc(Cl)cc2)CC1, CCO, [H][H]. The product is CC(C)(C)OC(=O)N1CCC(CN)(c2ccc(Cl)cc2)CC1. As a reaction SMILES: [C:1]([CH3:2])([CH3:3])([CH3:4])[O:5][C:6](=[O:7])[N:8]1[CH2:9][CH2:10][C:11]([C:14]#[N:15])([c:16]2[cH:17][cH:18][c:19]([Cl:22])[cH:20][cH:21]2)[CH2:12][CH2:13]1.[CH3:25][CH2:26][OH:27].[H:23][H:24]>>[C:1]([CH3:2])([CH3:3])([CH3:4])[O:5][C:6](=[O:7])[N:8]1[CH2:9][CH2:10][C:11]([CH2:14][NH2:15])([c:16]2[cH:17][cH:18][c:19]([Cl:22])[cH:20][cH:21]2)[CH2:12][CH2:13]1. The reactants are N1C=NC=C1 (imidazole), II (iodine), ClC1=C(C=CC(=C1)Cl)C=1N=C(SC1C)N(CCC)C(C1=CC=C(C=C1)CO)C1CC1 (4-(2,4-dichlorophenyl)-5-methyl-2-{N-[α-cyclopropyl-4-(hydroxymethyl)benzyl]N-propylamino}thiazole), C1(=CC=CC=C1)P(C1=CC=CC=C1)C1=CC=CC=C1 (triphenylphosphine). The solvent is C(Cl)Cl (methylene chloride). Product: ClC1=C(C=CC(=C1)Cl)C=1N=C(SC1C)N(CCC)C(C1=CC=C(C=C1)CI)C1CC1 (4-(2,4-dichlorophenyl)-5-methyl-2-{N-[α-cyclopropyl-4-(iodmethyl)benzyl]N-propylamino}thiazole). As a reaction SMILES: N1C=CN=C1.[I:6]I.[Cl:8][C:9]1[CH:14]=[C:13]([Cl:15])[CH:12]=[CH:11][C:10]=1[C:16]1[N:17]=[C:18]([N:22]([CH:26]([CH:35]2[CH2:37][CH2:36]2)[C:27]2[CH:32]=[CH:31][C:30]([CH2:33]O)=[CH:29][CH:28]=2)[CH2:23][CH2:24][CH3:25])[S:19][C:20]=1[CH3:21].C1(P(C2C=CC=CC=2)C2C=CC=CC=2)C=CC=CC=1>C(Cl)Cl>[Cl:8][C:9]1[CH:14]=[C:13]([Cl:15])[CH:12]=[CH:11][C:10]=1[C:16]1[N:17]=[C:18]([N:22]([CH:26]([CH:35]2[CH2:37][CH2:36]2)[C:27]2[CH:32]=[CH:31][C:30]([CH2:33][I:6])=[CH:29][CH:28]=2)[CH2:23][CH2:24][CH3:25])[S:19][C:20]=1[CH3:21]. Procedure: 0.35 g of imidazole, 1.32 g of iodine and then 1.6 g of the product of Example 4 are added, at room temperature, to 1.36 g of triphenylphosphine in 50 ml of methylene chloride. Starting materials: NC1=C(C=CC(=C1)S(=O)(=O)C)S(=O)(=O)N (2-amino-4-methanesulfonylbenzenesulfonamide), C([O-])([O-])=O.[K+].[K+] (potassium carbonate), C(C)(C)N=C=S (isopropyl isothiocyanate). The solvent is CC(=O)C (acetone). Conditions: temperature 50 celsius. Product: NC1=C(C=CC(=C1)S(=O)(=O)C)S(=O)(=O)NC(=S)NC(C)C (N-(2-amino-4-(methanesulfonyl)benzenesulfonyl)-N′-isopropylthiourea). Reaction SMILES: [NH2:1][C:2]1[CH:7]=[C:6]([S:8]([CH3:11])(=[O:10])=[O:9])[CH:5]=[CH:4][C:3]=1[S:12]([NH2:15])(=[O:14])=[O:13].C(=O)([O-])[O-].[K+].[K+].[CH:22]([N:25]=[C:26]=[S:27])([CH3:24])[CH3:23]>CC(C)=O>[NH2:1][C:2]1[CH:7]=[C:6]([S:8]([CH3:11])(=[O:9])=[O:10])[CH:5]=[CH:4][C:3]=1[S:12]([NH:15][C:26]([NH:25][CH:22]([CH3:24])[CH3:23])=[S:27])(=[O:14])=[O:13] |f:1.2.3|. Procedure details: A mixture of 2-amino-4-methanesulfonylbenzenesulfonamide (2.5 g), potassium carbonate (1.66 g) and isopropyl isothiocyanate (1.22 g) in 20 ml of dry acetone was heated at 50° C. for 18 h. Then the reaction mixture was evaporated in vacuo and the residue was dissolved in 25 ml of water. Then the solution was adjusted to pH 2 by dropwise addition of 4 M HCl at 0° C. with stirring. After stirring for 2 h the product was filtered off and dried, yielding the title compound as white crystals; m.p. 151... Reactants: OO (hydrogen peroxide), [N+](=O)([O-])C=1C=NN(C1NC(CC)=O)C1=NC=C(C=C1Cl)C(F)(F)F (4-nitro-5-propionamido-1-(3-chloro-5-trifluoromethyl-2-pyridyl)pyrazole), FC(C(=O)O)(F)F (trifluoroacetic acid). Solvent: O (water). Run at time 5 minute. Yields the product [N+](=O)([O-])C=1C=NN(C1NC(CC)=O)C1=[N+](C=C(C=C1Cl)C(F)(F)F)[O-] (4-nitro-5-propionamido-1-(3-chloro-5-trifluoromethyl-(N-oxido)-2-pyridyl)pyrazole). Isolated yield 85.0%. RXN SMILES: OO.[N+:3]([C:6]1[CH:7]=[N:8][N:9]([C:16]2[C:21]([Cl:22])=[CH:20][C:19]([C:23]([F:26])([F:25])[F:24])=[CH:18][N:17]=2)[C:10]=1[NH:11][C:12](=[O:15])[CH2:13][CH3:14])([O-:5])=[O:4].FC(F)(F)C(O)=[O:30]>O>[N+:3]([C:6]1[CH:7]=[N:8][N:9]([C:16]2[C:21]([Cl:22])=[CH:20][C:19]([C:23]([F:26])([F:25])[F:24])=[CH:18][N+:17]=2[O-:30])[C:10]=1[NH:11][C:12](=[O:15])[CH2:13][CH3:14])([O-:5])=[O:4]. Procedure details: 2.8 g (0.0413 mol) of 50% strength hydrogen peroxide were added to a mixture of 10 g (0.0275 mol) of 4-nitro-5-propionamido-1-(3-chloro-5-trifluoromethyl-2-pyridyl)pyrazole and 100 ml of trifluoroacetic acid at 20° C. with stirring in the course of 5 minutes and it was stirred at 25° C. for 14 hours. The reaction mixture was poured onto 500 ml of water and extracted 3× with methylene chloride. The organic phase was washed with water, sodium hydrogencarbonate and saturated sodium chloride solutio... Reactants: CO, [Li+], COC(=O)c1cc(OC2CCOc3ccccc32)c2nc(C)n(C)c2c1, C1CCOC1, [OH-]. The product is Cc1nc2c(OC3CCOc4ccccc43)cc(C(=O)O)cc2n1C. Reaction SMILES: [CH3:27][OH:28].[Li+:29].[O:1]1[CH2:2][CH2:3][CH:4]([O:11][c:12]2[cH:13][c:14]([C:23](=[O:24])[O:25][CH3:26])[cH:15][c:16]3[n:17]([CH3:22])[c:18]([CH3:21])[n:19][c:20]23)[c:5]2[cH:6][cH:7][cH:8][cH:9][c:10]21.[O:31]1[CH2:32][CH2:33][CH2:34][CH2:35]1.[OH-:30]>>[O:1]1[CH2:2][CH2:3][CH:4]([O:11][c:12]2[cH:13][c:14]([C:23](=[O:24])[OH:25])[cH:15][c:16]3[n:17]([CH3:22])[c:18]([CH3:21])[n:19][c:20]23)[c:5]2[cH:6][cH:7][cH:8][cH:9][c:10]21.